Dataset: the Open Reaction Database (ORD), a public repository of structured organic reaction records. Task: describe an organic reaction: reactants, conditions, products, and yield Starting materials: CNC(OC1=CC=CC=2CC(OC21)(C)C)=O (2,3-dihydro-2,2-dimethylbenzofuran-7-yl N-methyl-carbamate), C(#N)CCN(SCl)CCC#N (bis(cyanoethyl)aminosulfenyl chloride), N1=CC=CC=C1 (pyridine). Solvent: C(Cl)Cl (methylene chloride). Run at time 20 hour. Product: C(#N)CCN(SN(C(OC1=CC=CC=2CC(OC21)(C)C)=O)C)CCC#N (2,3-Dihydro-2,2-dimethylbenzofuran-7-yl N-[N,N-Bis(cyanoethyl)aminosulfenyl]-N-methyl-carbamate). As a reaction SMILES: [CH3:1][NH:2][C:3](=[O:16])[O:4][C:5]1[C:13]2[O:12][C:11]([CH3:15])([CH3:14])[CH2:10][C:9]=2[CH:8]=[CH:7][CH:6]=1.[C:17]([CH2:19][CH2:20][N:21]([CH2:24][CH2:25][C:26]#[N:27])[S:22]Cl)#[N:18].N1C=CC=CC=1>C(Cl)Cl>[C:17]([CH2:19][CH2:20][N:21]([CH2:24][CH2:25][C:26]#[N:27])[S:22][N:2]([CH3:1])[C:3](=[O:16])[O:4][C:5]1[C:13]2[O:12][C:11]([CH3:14])([CH3:15])[CH2:10][C:9]=2[CH:8]=[CH:7][CH:6]=1)#[N:18]. Procedure: 4.4 g (0.02 mole) of 2,3-dihydro-2,2-dimethylbenzofuran-7-yl N-methyl-carbamate, 3.8 g (0.02 mole) of bis(cyanoethyl)aminosulfenyl chloride obtained in Example 31, and 4.7 g (0.06 mole) of pyridine were dissolved in 35 ml of methylene chloride, and the resulting solution was stirred for 20 hours at 25° to 30° C. After completion of the reaction, the reaction solution was washed successively with water, diluted hydrochloric acid and water. The methylene chloride layer was dried over sodium sulfat... Starting materials: C(C)OC(=O)C=1C(=NOC1C)C1=C(C=CC=C1F)I (4-ethoxycarbonyl-5-methyl-3-(2-iodo-6-fluoro-phenyl)isoxazole), [OH-].[Na+] (NaOH), ice H2O. Solvent: CCO (EtOH). Run at temperature 50 celsius, time 4 hour. The product is C(=O)(O)C=1C(=NOC1C)C1=C(C=CC=C1F)I (4-Carboxy-5-methyl-3-(2-iodo-6-fluoro-phenyl)isoxazole). Yield: 92.2%. Reaction SMILES: C([O:3][C:4]([C:6]1[C:7]([C:12]2[C:17]([F:18])=[CH:16][CH:15]=[CH:14][C:13]=2[I:19])=[N:8][O:9][C:10]=1[CH3:11])=[O:5])C.[OH-].[Na+]>CCO>[C:4]([C:6]1[C:7]([C:12]2[C:17]([F:18])=[CH:16][CH:15]=[CH:14][C:13]=2[I:19])=[N:8][O:9][C:10]=1[CH3:11])([OH:5])=[O:3] |f:1.2|. Procedure: To a solution of 4-ethoxycarbonyl-5-methyl-3-(2-iodo-6-fluoro-phenyl)isoxazole (7.15 g, 19 mmol) in EtOH (100 ml) was added 5N NaOH (7.6 ml, 38 mmol, 2 eq.), and stirred in a 50° C. oil bath for 4 hrs. The reaction was cooled to room temperature, poured into ice H2O and extracted with Et2O. The aqueous layer was then acidified to pH 3 using conc. HCl and extracted with ethyl acetate. The organic solution was washed with brine, dried (MgSO4), filtered, and concentrated to give the title compound ... The reactants are CC(C)[O-], CC(C)[O-], CC(C)[O-], CC(C)[O-], CC(=O)c1ccc(Cl)nc1, N, [Ti+4]. The product is CC(N)c1ccc(Cl)nc1. As a reaction SMILES: [CH3:12][CH:13]([CH3:14])[O-:15].[CH3:16][CH:17]([CH3:18])[O-:19].[CH3:20][CH:21]([CH3:22])[O-:23].[CH3:24][CH:25]([CH3:26])[O-:27].[Cl:1][c:2]1[cH:3][cH:4][c:5]([C:8]([CH3:9])=[O:10])[cH:6][n:7]1.[NH3:11].[Ti+4:28]>>[Cl:1][c:2]1[cH:3][cH:4][c:5]([CH:8]([CH3:9])[NH2:11])[cH:6][n:7]1. Reactants: [Br-], Brc1cccc(Br)n1, CCOC(C)=O, [Zn+]C1CCCC1, c1ccc(P(c2ccccc2)(c2ccccc2)[Pd](P(c2ccccc2)(c2ccccc2)c2ccccc2)(P(c2ccccc2)(c2ccccc2)c2ccccc2)P(c2ccccc2)(c2ccccc2)c2ccccc2)cc1. Product: Brc1cccc(C2CCCC2)n1. RXN SMILES: [Br-:9].[Br:1][c:2]1[n:3][c:4]([Br:8])[cH:5][cH:6][cH:7]1.[CH3:16][CH2:17][O:18][C:19](=[O:20])[CH3:21].[CH:10]1([Zn+:15])[CH2:11][CH2:12][CH2:13][CH2:14]1.[cH:22]1[cH:23][cH:24][c:25]([P:26]([Pd:27]([P:28]([c:29]2[cH:30][cH:31][cH:32][cH:33][cH:34]2)([c:35]2[cH:36][cH:37][cH:38][cH:39][cH:40]2)[c:41]2[cH:42][cH:43][cH:44][cH:45][cH:46]2)([P:47]([c:48]2[cH:49][cH:50][cH:51][cH:52][cH:53]2)([c:54]2[cH:55][cH:56][cH:57][cH:58][cH:59]2)[c:60]2[cH:61][cH:62][cH:63][cH:64][cH:65]2)[P:66]([c:67]2[cH:68][cH:69][cH:70][cH:71][cH:72]2)([c:73]2[cH:74][cH:75][cH:76][cH:77][cH:78]2)[c:79]2[cH:80][cH:81][cH:82][cH:83][cH:84]2)([c:85]2[cH:86][cH:87][cH:88][cH:89][cH:90]2)[c:91]2[cH:92][cH:93][cH:94][cH:95][cH:96]2)[cH:97][cH:98]1>>[c:2]1([CH:10]2[CH2:11][CH2:12][CH2:13][CH2:14]2)[n:3][c:4]([Br:8])[cH:5][cH:6][cH:7]1. Reactants: C(C1=CC=CC=C1)N1CC(CC1)NC1=NC=C(C(=N1)C)CO ({2-[(1-benzyl-3-pyrrolidinyl)amino]-4-methyl-5-pyrimidinyl}methanol). The reagents and catalysts are O=[Mn]=O (MnO2). The solvent is CCOC(=O)C (AcOEt). Run at time 1.5 hour. The product is C(C1=CC=CC=C1)N1CC(CC1)NC1=NC=C(C(=N1)C)C=O (2-[(1-benzyl-3-pyrrolidinyl)amino]-4-methyl-5-pyrimidinecarbaldehyde). Isolated yield 90.9%. As a reaction SMILES: [CH2:1]([N:8]1[CH2:12][CH2:11][CH:10]([NH:13][C:14]2[N:19]=[C:18]([CH3:20])[C:17]([CH2:21][OH:22])=[CH:16][N:15]=2)[CH2:9]1)[C:2]1[CH:7]=[CH:6][CH:5]=[CH:4][CH:3]=1>CCOC(C)=O.O=[Mn]=O>[CH2:1]([N:8]1[CH2:12][CH2:11][CH:10]([NH:13][C:14]2[N:19]=[C:18]([CH3:20])[C:17]([CH:21]=[O:22])=[CH:16][N:15]=2)[CH2:9]1)[C:2]1[CH:7]=[CH:6][CH:5]=[CH:4][CH:3]=1. Procedure details: A mixture of {2-[(1-benzyl-3-pyrrolidinyl)amino]-4-methyl-5-pyrimidinyl}methanol (1.75 g) and MnO2 (5.1 g) in AcOEt (30 ml) was refluxed under stirring for 1.5 hours. After removal of the insoluble material, and the solvent was evaporated in vacuo to give 2-[(1-benzyl-3-pyrrolidinyl)amino]-4-methyl-5-pyrimidinecarbaldehyde (1.58 g). The reactants are Cl (HCl), OC=1C=CC=2C[C@@H]3[C@@]4([C@@H](CC(C[C@@]4(C2C1)CCN3)=O)C)OC (3-Hydroxy-14-methoxy-8α-methylmorphinan-6-one), CC(=CCBr)C (dimethylallyl bromide), Cl (HCl). Run in C(C)O (ethanol). The product is Cl.CC(=CCN1[C@H]2[C@@]3([C@@H](CC(C[C@@]3(C=3C=C(C=CC3C2)O)CC1)=O)C)OC)C (17-Dimethylallyl-3-hydroxy-14-methoxy-8α-methylmorphinan-6-one Hydrochloride). RXN SMILES: [OH:1][C:2]1[CH:3]=[CH:4][C:5]2[CH2:6][C@H:7]3[NH:18][CH2:17][CH2:16][C@@:13]4([C:14]=2[CH:15]=1)[C@@:8]3([O:21][CH3:22])[C@H:9]([CH3:20])[CH2:10][C:11](=[O:19])[CH2:12]4.[CH3:23][C:24]([CH3:28])=[CH:25][CH2:26]Br.[ClH:29]>C(O)C>[ClH:29].[CH3:23][C:24]([CH3:28])=[CH:25][CH2:26][N:18]1[CH2:17][CH2:16][C@@:13]23[C:14]4[CH:15]=[C:2]([OH:1])[CH:3]=[CH:4][C:5]=4[CH2:6][C@@H:7]1[C@:8]2([O:21][CH3:22])[C@H:9]([CH3:20])[CH2:10][C:11](=[O:19])[CH2:12]3 |f:4.5|. Reported procedure: A mixture of 3-hydroxy-14-methoxy-8α methylmorphinan-6-one (27) (0.13 g, 0.43 mmol), dimethylallyl bromide (0.125 g, 0.84 mmol) and ethanol (10 ml) was refluxed under a nitrogen atmosphere for 16 hours (oil bath temperature 105°-110° C). The mixture was filtered and the residue washed with ethanol. The filtrate upon concentration gave a solid product which was chromatographed over silica gel using graded methanol/chroloform mixtures as the eluant. Fractions containing the desired product were co... Starting materials: O=C1CCC(=O)N1Br, COC(=O)Cc1ccc(O)c(C=O)c1, CC(C)CC(=O)[O-], CC(C)O, CN(C)C=O. The product is COC(=O)Cc1cc(Br)c(O)c(C=O)c1. Reaction SMILES: [Br:15][N:16]1[C:17](=[O:18])[CH2:19][CH2:20][C:21]1=[O:22].[CH3:1][O:2][C:3]([CH2:4][c:5]1[cH:6][c:7]([CH:12]=[O:13])[c:8]([OH:11])[cH:9][cH:10]1)=[O:14].[CH:28]([CH2:29][C:30]([O-:31])=[O:32])([CH3:33])[CH3:34].[CH:35]([OH:36])([CH3:37])[CH3:38].[O:23]=[CH:24][N:25]([CH3:26])[CH3:27]>>[CH3:1][O:2][C:3]([CH2:4][c:5]1[cH:6][c:7]([CH:12]=[O:13])[c:8]([OH:11])[c:9]([Br:15])[cH:10]1)=[O:14].